Dataset: the Open Reaction Database (ORD), a public repository of structured organic reaction records. Task: describe an organic reaction: reactants, conditions, products, and yield Reactants: ClC1=NN=CC2=CC(=CC=C12)C=1C=C(C(=O)N)C=CC1C (3-(1-chlorophthalazin-6-yl)-4-methylbenzamide), N1C(CCC1)=O (pyrrolidin-2-one), CN[C@H]1[C@@H](CCCC1)NC ((1R,2R)-N1,N2-dimethylcyclohexane-1,2-diamine), C([O-])([O-])=O.[Cs+].[Cs+] (cesium carbonate). The reagents and catalysts are [Cu]I (copper (I) iodide). The solvent is CN(C)C=O (DMF). The product is CC1=C(C=C(C(=O)N)C=C1)C=1C=C2C=NN=C(C2=CC1)N1C(CCC1)=O (4-methyl-3-(1-(2-oxopyrrolidin-1-yl)phthalazin-6-yl)benzamide). As a reaction SMILES: Cl[C:2]1[C:11]2[C:6](=[CH:7][C:8]([C:12]3[CH:13]=[C:14]([CH:18]=[CH:19][C:20]=3[CH3:21])[C:15]([NH2:17])=[O:16])=[CH:9][CH:10]=2)[CH:5]=[N:4][N:3]=1.CN[C@@H]1CCCC[C@H]1NC.C(=O)([O-])[O-].[Cs+].[Cs+].[NH:38]1[CH2:42][CH2:41][CH2:40][C:39]1=[O:43]>CN(C=O)C.[Cu]I>[CH3:21][C:20]1[CH:19]=[CH:18][C:14]([C:15]([NH2:17])=[O:16])=[CH:13][C:12]=1[C:8]1[CH:7]=[C:6]2[C:11](=[CH:10][CH:9]=1)[C:2]([N:38]1[CH2:42][CH2:41][CH2:40][C:39]1=[O:43])=[N:3][N:4]=[CH:5]2 |f:2.3.4|. Procedure: In a microwave tube was placed 3-(1-chlorophthalazin-6-yl)-4-methylbenzamide (0.150 g, 0.50 mmol), copper (I) iodide (0.0048 g, 0.025 mmol), (1R,2R)-N1,N2-dimethylcyclohexane-1,2-diamine (0.014 g, 0.10 mmol), cesium carbonate (0.34 g, 1.1 mmol) and pyrrolidin-2-one (0.077 mL, 1.0 mmol) in 2 mL of DMF. The mixture was heated at 150°-200° C. for 20 minutes in the microwave. After cooling, the reaction was filtered through Celite®. Water was added to the filtrate and the mixture was extracted with ... Reactants: CCN=C=NCCCN(C)C, CN(C)C=O, CCN(C(C)C)C(C)C, Cl, N#Cc1cnc2c(sc3c(N)cccc32)c1Nc1cccc(Br)c1, C1CCOC1, C=CC(=O)O. The product is C=CC(=O)Nc1cccc2c1sc1c(Nc3cccc(Br)c3)c(C#N)cnc12. Reaction SMILES: [CH3:40][N:41]([CH3:42])[CH2:43][CH2:44][CH2:45][N:46]=[C:47]=[N:48][CH2:49][CH3:50].[CH3:56][N:57]([CH3:58])[CH:59]=[O:60].[CH:30]([N:31]([CH2:32][CH3:33])[CH:34]([CH3:35])[CH3:36])([CH3:37])[CH3:38].[ClH:39].[NH2:1][c:2]1[cH:3][cH:4][cH:5][c:6]2[c:7]1[s:8][c:9]1[c:10]2[n:11][cH:12][c:13]([C:23]#[N:24])[c:14]1[NH:15][c:16]1[cH:17][c:18]([Br:22])[cH:19][cH:20][cH:21]1.[O:51]1[CH2:52][CH2:53][CH2:54][CH2:55]1.[OH:25][C:26](=[O:27])[CH:28]=[CH2:29]>>[NH:1]([c:2]1[cH:3][cH:4][cH:5][c:6]2[c:7]1[s:8][c:9]1[c:10]2[n:11][cH:12][c:13]([C:23]#[N:24])[c:14]1[NH:15][c:16]1[cH:17][c:18]([Br:22])[cH:19][cH:20][cH:21]1)[C:26](=[O:25])[CH:28]=[CH2:29].